From a dataset of the Open Reaction Database (ORD), a public repository of structured organic reaction records. describe an organic reaction: reactants, conditions, products, and yield Starting materials: CC1(C)C(=O)N(Br)C(=O)N1Br, CC(C)(C)OC(=O)N1CCC(c2ccc3c(N)ncnn23)C1, CN(C)C=O. Product: CC(C)(C)OC(=O)N1CCC(c2cc(Br)c3c(N)ncnn23)C1. As a reaction SMILES: [Br:23][N:24]1[C:25]([CH3:26])([CH3:27])[C:28](=[O:29])[N:30]([Br:31])[C:32]1=[O:33].[NH2:1][c:2]1[n:3][cH:4][n:5][n:6]2[c:7]1[cH:8][cH:9][c:10]2[CH:11]1[CH2:12][N:13]([C:16](=[O:17])[O:18][C:19]([CH3:20])([CH3:21])[CH3:22])[CH2:14][CH2:15]1.[O:34]=[CH:35][N:36]([CH3:37])[CH3:38]>>[NH2:1][c:2]1[n:3][cH:4][n:5][n:6]2[c:7]1[c:8]([Br:23])[cH:9][c:10]2[CH:11]1[CH2:12][N:13]([C:16](=[O:17])[O:18][C:19]([CH3:20])([CH3:21])[CH3:22])[CH2:14][CH2:15]1. The reactants are C([O-])([O-])=O.[Zn+2] (zinc carbonate), C([O-])([O-])=O.[Zn+2] (zinc carbonate), N[C@@H](CCC(=O)O)C(=O)O (glutamic acid), N[C@@H](CCC(=O)O)C(=O)O (glutamic acid). The solvent is O (water). Product: [Zn].N[C@@H](CCC(=O)O)C(=O)O (zinc glutamic acid). The yield is 206.5%. RXN SMILES: C(=O)([O-])[O-].[Zn+2:5].[NH2:6][C@H:7]([C:13]([OH:15])=[O:14])[CH2:8][CH2:9][C:10]([OH:12])=[O:11]>O>[Zn:5].[NH2:6][C@H:7]([C:13]([OH:15])=[O:14])[CH2:8][CH2:9][C:10]([OH:12])=[O:11] |f:0.1,4.5|. Procedure: 20 g of zinc carbonate (zinc content: 32%) was dispersed in 500 ml of water and dissolved therein by stirring, and 60 g of glutamic acid was added thereto to perform a reaction, then the solution was continually stirred until the zinc carbonate and glutamic acid were entirely dissolved. Bubbles were generated in the initial stage of the reaction but they disappeared after a certain time. The resulting reaction solution was centrifuged to remove insoluble materials, and the clear supernatant was ... Starting materials: O=C(O)COc1ccc(C23CC4CC(CC(C4)C2)C3)cc1, C1CCOC1, COC(=O)c1ccc(O)c(N)c1, O=C(Cl)C(=O)Cl, CN(C)C=O, c1ccncc1. Yields the product COC(=O)c1ccc(O)c(NC(=O)COc2ccc(C34CC5CC(CC(C5)C3)C4)cc2)c1. Reaction SMILES: [C:1]12([c:11]3[cH:12][cH:13][c:14]([O:15][CH2:16][C:17](=[O:18])[OH:19])[cH:20][cH:21]3)[CH2:2][CH:3]3[CH2:4][CH:5]([CH2:6][CH:7]([CH2:8]1)[CH2:9]3)[CH2:10]2.[CH2:45]1[O:46][CH2:47][CH2:48][CH2:49]1.[CH3:33][O:34][C:35]([c:36]1[cH:37][c:38]([NH2:43])[c:39]([OH:42])[cH:40][cH:41]1)=[O:44].[Cl:22][C:23]([C:24]([Cl:25])=[O:26])=[O:27].[O:28]=[CH:29][N:30]([CH3:31])[CH3:32].[cH:50]1[cH:51][cH:52][n:53][cH:54][cH:55]1>>[C:1]12([c:11]3[cH:12][cH:13][c:14]([O:15][CH2:16][C:17](=[O:18])[NH:43][c:38]4[cH:37][c:36]([C:35]([O:34][CH3:33])=[O:44])[cH:41][cH:40][c:39]4[OH:42])[cH:20][cH:21]3)[CH2:2][CH:3]3[CH2:4][CH:5]([CH2:6][CH:7]([CH2:8]1)[CH2:9]3)[CH2:10]2. Starting materials: CO, CCn1c(=O)n(-c2ccc(O)cc2)c2ncc(Cl)cc21, Cn1c(Cl)nc2ccccc21, [H-], [Na+], CN(C)C=O. The product is CCn1c(=O)n(-c2ccc(Oc3nc4ccccc4n3C)cc2)c2ncc(Cl)cc21. Reaction SMILES: [CH3:39][OH:40].[Cl:12][c:13]1[cH:14][c:15]2[c:16]([n:17][cH:18]1)[n:19](-[c:25]1[cH:26][cH:27][c:28]([OH:31])[cH:29][cH:30]1)[c:20](=[O:24])[n:21]2[CH2:22][CH3:23].[Cl:1][c:2]1[n:3][c:4]2[c:5]([n:6]1[CH3:7])[cH:8][cH:9][cH:10][cH:11]2.[H-:33].[Na+:32].[O:34]=[CH:35][N:36]([CH3:37])[CH3:38]>>[c:2]1([O:31][c:28]2[cH:27][cH:26][c:25](-[n:19]3[c:16]4[c:15]([cH:14][c:13]([Cl:12])[cH:18][n:17]4)[n:21]([CH2:22][CH3:23])[c:20]3=[O:24])[cH:30][cH:29]2)[n:3][c:4]2[c:5]([n:6]1[CH3:7])[cH:8][cH:9][cH:10][cH:11]2. Reactants: ice, CC1=CC=C(C=C1)C1=NC2=CC=CC=C2C(N1)=O (2-(4-methylphenyl)quinazolin-4(3H)-one), S(=O)(Cl)Cl (thionyl chloride), ice. Run in CN(C=O)C (dimethylformamide). Yields the product ClC1=NC(=NC2=CC=CC=C12)C1=CC=C(C=C1)C (4-chloro-2-(4-methylphenyl)quinazoline). As a reaction SMILES: [CH3:1][C:2]1[CH:7]=[CH:6][C:5]([C:8]2[NH:17][C:16](=O)[C:15]3[C:10](=[CH:11][CH:12]=[CH:13][CH:14]=3)[N:9]=2)=[CH:4][CH:3]=1.S(Cl)([Cl:21])=O>CN(C)C=O>[Cl:21][C:16]1[C:15]2[C:10](=[CH:11][CH:12]=[CH:13][CH:14]=2)[N:9]=[C:8]([C:5]2[CH:6]=[CH:7][C:2]([CH3:1])=[CH:3][CH:4]=2)[N:17]=1. Reported procedure: To a mixture of 7 g of 2-(4-methylphenyl)quinazolin-4(3H)-one and 50 ml of thionyl chloride was slowly added 2.16 g of dimethylformamide and the mixture was heated under reflux for 75 minutes. The mixture was poured into 250 ml of ice and the ice allowed to melt. The precipitate was collected to give 6.7 g of 4-chloro-2-(4-methylphenyl)quinazoline which melted at 113°-115° after recrystallization from petroleum ether (30°-60° fraction); ir and nmr spectra were consistent with the assigned struct... As a reaction SMILES: [Cl:1][c:2]1[c:3]([N+:10](=[O:11])[O-:12])[cH:4][c:5]([C:6]#[N:7])[cH:8][cH:9]1.[NH2:13][CH:14]1[CH2:15][CH2:16][CH2:17][CH2:18][CH2:19]1.[O:21]=[CH:22][N:23]([CH3:24])[CH3:25].[OH2:20]>>[c:2]1([NH:13][CH:14]2[CH2:15][CH2:16][CH2:17][CH2:18][CH2:19]2)[c:3]([N+:10](=[O:11])[O-:12])[cH:4][c:5]([C:6]#[N:7])[cH:8][cH:9]1. Product: N#Cc1ccc(NC2CCCCC2)c([N+](=O)[O-])c1. The reactants are N#Cc1ccc(Cl)c([N+](=O)[O-])c1, NC1CCCCC1, CN(C)C=O, O. The reactants are BrCC1=CC=C(C(=O)OC)C=C1 (methyl 4-bromomethylbenzoate), N1=CNC2=C1C=CC=C2 (benzimidazole), C(=O)([O-])[O-].[K+].[K+] (K2CO3), O (water). Solvent: CN(C)C=O (DMF). Reaction conditions: temperature 23 celsius, time 4 hour. Product: N1(C=NC2=C1C=CC=C2)CC2=CC=C(C(=O)OC)C=C2 (methyl 4-((1H-benzo[d]imidazol-1-yl)methyl)benzoate). RXN SMILES: Br[CH2:2][C:3]1[CH:12]=[CH:11][C:6]([C:7]([O:9][CH3:10])=[O:8])=[CH:5][CH:4]=1.[N:13]1[C:17]2[CH:18]=[CH:19][CH:20]=[CH:21][C:16]=2[NH:15][CH:14]=1.C([O-])([O-])=O.[K+].[K+].O>CN(C=O)C>[N:13]1([CH2:2][C:3]2[CH:12]=[CH:11][C:6]([C:7]([O:9][CH3:10])=[O:8])=[CH:5][CH:4]=2)[C:17]2[CH:18]=[CH:19][CH:20]=[CH:21][C:16]=2[N:15]=[CH:14]1 |f:2.3.4|. Procedure: Referring to Scheme 1, a solution of methyl 4-bromomethylbenzoate (0.5 mmol) in DMF (2.5 mL) was treated with benzimidazole (0.5 mmol) and solid K2CO3 (0.6 mmol). After stirring at 23° C. for 4 h, the reaction was poured into water (10 mL) and the resulting solid was isolated by filtration. The filter cake was rinsed with water and allowed to dry in vacuo to yield methyl 4-((1H-benzo[d]imidazol-1-yl)methyl)benzoate. The reactants are [Sn](Cl)(Cl)(Cl)Cl (tin chloride), O1COC2=CC(CC=C)=CC=C12 (safrole), Cl (Hydrochloric acid). The solvent is C(C)(=O)OCC (ethyl acetate). The product is ClC(CC1=CC2=C(OCO2)C=C1)C (5-(2-chloropropyl)-1,3-benzodioxole). Reaction SMILES: [Sn](Cl)(Cl)(Cl)Cl.[O:6]1[C:17]2[C:9](=[CH:10][C:11](=[CH:15][CH:16]=2)[CH2:12][CH:13]=[CH2:14])[O:8][CH2:7]1.[ClH:18]>C(OCC)(=O)C>[Cl:18][CH:13]([CH3:14])[CH2:12][C:11]1[CH:15]=[CH:16][C:17]2[O:6][CH2:7][O:8][C:9]=2[CH:10]=1. Procedure: 5 g of anhydrous tin chloride was added to 100 g of safrole. Hydrochloric acid gas was passed though the mixture under cooling with ice for 1.5 hours. 2 l of ethyl acetate was added to the reaction mixture, followed by the dissolution. The obtained mixture was washed with water twice, dried over anhydrous sodium sulfate and distilled to remove the solvent. The residue was purified by silica gel column chromatography (hexane/benzene=10:1) to obtain 41.7 g of 5-(2-chloropropyl)-1,3-benzodioxole as... Starting materials: O=C([O-])[O-], COCCOC, CN1CCN(C2CCC(n3nc(I)c4c(N)ncnc43)CC2)CC1, [Na+], [Na+], O, O, CC1(C)OB(c2ccc(C(C#N)c3ccccc3)cc2)OC1(C)C. Yields the product CN1CCN(C2CCC(n3nc(-c4ccc(C(C#N)c5ccccc5)cc4)c4c(N)ncnc43)CC2)CC1. RXN SMILES: [C:50](=[O:51])([O-:52])[O-:53].[CH3:56][O:57][CH2:58][CH2:59][O:60][CH3:61].[I:25][c:26]1[n:27][n:28]([CH:36]2[CH2:37][CH2:38][CH:39]([N:42]3[CH2:43][CH2:44][N:45]([CH3:48])[CH2:46][CH2:47]3)[CH2:40][CH2:41]2)[c:29]2[n:30][cH:31][n:32][c:33]([NH2:35])[c:34]12.[Na+:54].[Na+:55].[OH2:49].[OH2:62].[c:1]1([CH:7]([C:8]#[N:9])[c:10]2[cH:11][cH:12][c:13]([B:16]3[O:17][C:18]([CH3:19])([CH3:20])[C:21]([CH3:22])([CH3:23])[O:24]3)[cH:14][cH:15]2)[cH:2][cH:3][cH:4][cH:5][cH:6]1>>[c:1]1([CH:7]([C:8]#[N:9])[c:10]2[cH:11][cH:12][c:13](-[c:26]3[n:27][n:28]([CH:36]4[CH2:37][CH2:38][CH:39]([N:42]5[CH2:43][CH2:44][N:45]([CH3:48])[CH2:46][CH2:47]5)[CH2:40][CH2:41]4)[c:29]4[n:30][cH:31][n:32][c:33]([NH2:35])[c:34]34)[cH:14][cH:15]2)[cH:2][cH:3][cH:4][cH:5][cH:6]1.